describe an organic reaction: reactants, conditions, products, and yield From a dataset of the Open Reaction Database (ORD), a public repository of structured organic reaction records. Reactants: C1(=CC=CC=C1)C(=[N+]=[N-])C1=CC=CC=C1 (diphenyldiazomethane), CSCC1=CS[C@H]2N([C@H]1C(=O)O)C([C@H]2NC(CC2=CC=CC=C2)=O)=O (3-methylthiomethyl-7β -phenylacetylamino-2-cephem-4α-carboxylic acid). The reagents and catalysts are C(C)(=O)O (acetic acid). Solvent: petroleum ether, O1CCOCC1 (dioxane). Product: C1(=CC=CC=C1)C(C1=CC=CC=C1)OC(=O)[C@H]1C(=CS[C@H]2N1C([C@H]2NC(CC2=CC=CC=C2)=O)=O)CSC (3-methylthiomethyl-7β-phenylacetylamino-2-cephem-4α-carboxylic acid diphenylmethyl ester). Reaction SMILES: [C:1]1([C:7]([C:10]2[CH:15]=[CH:14][CH:13]=[CH:12][CH:11]=2)=[N+]=[N-])[CH:6]=[CH:5][CH:4]=[CH:3][CH:2]=1.[CH3:16][S:17][CH2:18][C:19]1[C@H:24]([C:25]([OH:27])=[O:26])[N:23]2[C:28](=[O:40])[C@@H:29]([NH:30][C:31](=[O:39])[CH2:32][C:33]3[CH:38]=[CH:37][CH:36]=[CH:35][CH:34]=3)[C@H:22]2[S:21][CH:20]=1>O1CCOCC1.C(O)(=O)C>[C:1]1([CH:7]([O:27][C:25]([C@@H:24]2[N:23]3[C:28](=[O:40])[C@@H:29]([NH:30][C:31](=[O:39])[CH2:32][C:33]4[CH:34]=[CH:35][CH:36]=[CH:37][CH:38]=4)[C@H:22]3[S:21][CH:20]=[C:19]2[CH2:18][S:17][CH3:16])=[O:26])[C:10]2[CH:15]=[CH:14][CH:13]=[CH:12][CH:11]=2)[CH:6]=[CH:5][CH:4]=[CH:3][CH:2]=1. Procedure: A solution of 0.39 g of diphenyldiazomethane in 5 ml of petroleum ether is added dropwise over the course of half an hour to a solution of 0.5 g of 3-methylthiomethyl-7β -phenylacetylamino-2-cephem-4α-carboxylic acid in 20 ml of dioxane, while stirring. The solution is stirred for a further 15 hours at room temperature, treated with a few drops of glacial acetic acid and concentrated under reduced pressure. The residue is recrystallised from methyl acetate and gives pure 3-methylthiomethyl-7β-ph... Starting materials: BrBr (bromine), C1(=CC=CC=C1)C(F)(F)F (benzotrifluoride), FeCl3, SiO2, [O-]S(=O)(=S)[O-].[Na+].[Na+] (Na2S2O3), C1(=CC=CC=C1)C(F)(F)F (benzotrifluoride). Run in O (water). Conditions: time 15 minute. Product: BrC=1C=C(C=CC1)C(F)(F)F (3-bromo-benzotrifluoride). As a reaction SMILES: [Br:1]Br.[C:3]1([C:9]([F:12])([F:11])[F:10])[CH:8]=[CH:7][CH:6]=[CH:5][CH:4]=1.[O-]S([O-])(=S)=O.[Na+].[Na+]>O>[Br:1][C:5]1[CH:4]=[C:3]([C:9]([F:12])([F:11])[F:10])[CH:8]=[CH:7][CH:6]=1 |f:2.3.4|. Procedure details: 3280 g of bromine are added to a mixture of 6046 g benzotrifluoride, 68 g FeCl3 and 2 g SiO2 at about 20° C. within ca. 2 hours. The reaction temperature is then slowly rised within ca. 7 hours to ca 40° C., 300 g water and 130 g Na2S2O3 are added and stirred for ca. 15 minutes. The phases are separated and the organic phase is destilled resulting in 4160 g bromo-benzotrifluoride (isomeric ratio 3:4=96:4) and 3290 g benzotrifluoride which is recycled. The reactants are C1=C(C=CC2=CC=CC=C12)S(=O)(=O)Cl (2-naphthalenesulfonyl chloride), [F-].[K+] (potassium fluoride). Yields the product C1=C(C=CC2=CC=CC=C12)S(=O)(=O)F (2-Naphthalenesulfonyl fluoride). The yield is 92.0%. RXN SMILES: [CH:1]1[C:10]2[C:5](=[CH:6][CH:7]=[CH:8][CH:9]=2)[CH:4]=[CH:3][C:2]=1[S:11](Cl)(=[O:13])=[O:12].[F-:15].[K+]>>[CH:1]1[C:10]2[C:5](=[CH:6][CH:7]=[CH:8][CH:9]=2)[CH:4]=[CH:3][C:2]=1[S:11]([F:15])(=[O:13])=[O:12] |f:1.2|. Procedure details: 2-Naphthalenesulfonyl fluoride was prepared from 2-naphthalenesulfonyl chloride and potassium fluoride as described in Example 1. A product with mp 85°-86° C (literature 86°-88° C; W. Davies and J. H. Dick, J. Chem. Soc., 2104, 1931) was obtained in 92% yield. The chemical analysis NMR and IR spectra were in agreement with the assigned structure. The reactants are BrC1=CC=CC(=N1)C1=CN=C2N1C=CN=C2N2CCN(CC2)C (3-(6-bromo-pyridin-2-yl)-8-(4-methyl-piperazin-1-yl)-imidazo[1,2-a]pyrazine), ClC1=CC=C(CN)C=C1 (4-chloro-benzylamine), CN(C)C1=CC=CC=C1C2=CC=CC=C2P(C3CCCCC3)C4CCCCC4 (Davephos), CC(C)(C)[O-].[Na+] (NaOtBu). The reagents and catalysts are C=1C=CC(=CC1)/C=C/C(=O)/C=C/C2=CC=CC=C2.C=1C=CC(=CC1)/C=C/C(=O)/C=C/C2=CC=CC=C2.C=1C=CC(=CC1)/C=C/C(=O)/C=C/C2=CC=CC=C2.[Pd].[Pd] (Pd2(dba)3). Run in O1CCOCC1 (dioxane). Reaction conditions: temperature 100 celsius. Yields the product ClC1=CC=C(CNC2=NC(=CC=C2)C2=CN=C3N2C=CN=C3N3CCN(CC3)C)C=C1 ((4-chloro-benzyl)-{6-[8-(4-methyl-piperazin-1-yl)-imidazo[1,2-a]pyrazin-3-yl]-pyridin-2-yl}-amine). As a reaction SMILES: Br[C:2]1[N:7]=[C:6]([C:8]2[N:12]3[CH:13]=[CH:14][N:15]=[C:16]([N:17]4[CH2:22][CH2:21][N:20]([CH3:23])[CH2:19][CH2:18]4)[C:11]3=[N:10][CH:9]=2)[CH:5]=[CH:4][CH:3]=1.[Cl:24][C:25]1[CH:32]=[CH:31][C:28]([CH2:29][NH2:30])=[CH:27][CH:26]=1.CN(C1C(C2C(P(C3CCCCC3)C3CCCCC3)=CC=CC=2)=CC=CC=1)C.CC([O-])(C)C.[Na+]>O1CCOCC1.C1C=CC(/C=C/C(/C=C/C2C=CC=CC=2)=O)=CC=1.C1C=CC(/C=C/C(/C=C/C2C=CC=CC=2)=O)=CC=1.C1C=CC(/C=C/C(/C=C/C2C=CC=CC=2)=O)=CC=1.[Pd].[Pd]>[Cl:24][C:25]1[CH:32]=[CH:31][C:28]([CH2:29][NH:30][C:2]2[CH:3]=[CH:4][CH:5]=[C:6]([C:8]3[N:12]4[CH:13]=[CH:14][N:15]=[C:16]([N:17]5[CH2:22][CH2:21][N:20]([CH3:23])[CH2:19][CH2:18]5)[C:11]4=[N:10][CH:9]=3)[N:7]=2)=[CH:27][CH:26]=1 |f:3.4,6.7.8.9.10|. Procedure details: A mixture of 3-(6-bromo-pyridin-2-yl)-8-(4-methyl-piperazin-1-yl)-imidazo[1,2-a]pyrazine (from Example 39 supra) (0.373 g, 1.0 mmol), 4-chloro-benzylamine (0.14 g, 1.0 mmol), Pd2(dba)3 (60 mg), Davephos (80 mg), NaOtBu (140 mg, 1.46 mmol) suspended in dioxane (25 mL). The solution was bubbled with N2 for several minutes and then heated under N2 at 100° C. for 15 hours. The solution was then cooled to room temperature and filtered. The filtrate was concentrated under reduced pressure. The obtaine... The reactants are Cl (hydrochloric acid), C(C1=CC=CC=C1)(=O)NC(N(CCC)C(C)C1=C(C=NC=C1)Cl)=S (N'-benzoyl-N-[1-(3-chloro-4-pyridyl)ethyl]-N-propylthiourea). The solvent is O (water). Reaction conditions: time 1 hour. Product: ClC=1C=NC=CC1C(C)N(C(=S)N)CCC (N-[1-(3-chloro-4-pyridyl)ethyl]-N-propylthiourea). RXN SMILES: Cl.C([NH:10][C:11](=[S:25])[N:12]([CH:16]([C:18]1[CH:23]=[CH:22][N:21]=[CH:20][C:19]=1[Cl:24])[CH3:17])[CH2:13][CH2:14][CH3:15])(=O)C1C=CC=CC=1>O>[Cl:24][C:19]1[CH:20]=[N:21][CH:22]=[CH:23][C:18]=1[CH:16]([N:12]([CH2:13][CH2:14][CH3:15])[C:11]([NH2:10])=[S:25])[CH3:17]. Reported procedure: Add 6 ml of 32% hydrochloric acid to 1.18 g of the compound obtained in Step A. Bring the reaction medium to 80° C. for one hour, then cool and add water. Extract with methylene chloride and discard the organic phase. Alkanilise the aqueous phase with sodium carbonate and extract with methylene chloride. Dry the organic phase and evaporate under vacuum. Purify the residue by chromatography on a silica column, using a mixture of methylene chloride and methanol (98:2 V/V) as eluent. The reactants are CCOC(=O)CBr, CN(C)C=O, [H-], CCOC(=O)c1cc2cccc([N+](=O)[O-])c2[nH]1, [Na+], O. Yields the product CCOC(=O)Cn1c(C(=O)OCC)cc2cccc([N+](=O)[O-])c21. As a reaction SMILES: [Br:20][CH2:21][C:22](=[O:23])[O:24][CH2:25][CH3:26].[CH3:28][N:29]([CH3:30])[CH:31]=[O:32].[H-:18].[N+:1](=[O:2])([O-:3])[c:4]1[cH:5][cH:6][cH:7][c:8]2[cH:9][c:10]([C:13](=[O:14])[O:15][CH2:16][CH3:17])[nH:11][c:12]12.[Na+:19].[OH2:27]>>[N+:1](=[O:2])([O-:3])[c:4]1[cH:5][cH:6][cH:7][c:8]2[cH:9][c:10]([C:13](=[O:14])[O:15][CH2:16][CH3:17])[n:11]([CH2:21][C:22](=[O:23])[O:24][CH2:25][CH3:26])[c:12]12. Reaction SMILES: [CH3:1][N:2]1[CH2:7][CH2:6][N:5]([C:8]([C:10]2[NH:11][C:12]3[C:17]([CH:18]=2)=[CH:16][CH:15]=[CH:14][C:13]=3[N+:19]([O-])=O)=[O:9])[CH2:4][CH2:3]1.C([O-])=O.[NH4+]>CO.[Pd]>[NH2:19][C:13]1[CH:14]=[CH:15][CH:16]=[C:17]2[C:12]=1[NH:11][C:10]([C:8]([N:5]1[CH2:4][CH2:3][N:2]([CH3:1])[CH2:7][CH2:6]1)=[O:9])=[CH:18]2 |f:1.2|. Product: NC=1C=CC=C2C=C(NC12)C(=O)N1CCN(CC1)C ((7-Amino-1H-indol-2-yl)-(4-methyl-piperazin-1-yl)-methanone). Yield: 76.7%. Solvent: CO (CH3OH). Reagents/catalysts: [Pd] (palladium on carbon). Reactants: product, CN1CCN(CC1)C(=O)C=1NC2=C(C=CC=C2C1)[N+](=O)[O-] ((4-Methyl-piperazin-1-yl)-(7-nitro-1H-indol-2-yl)-methanone), C(=O)[O-].[NH4+] (ammonium formate). Procedure: The product of Example 8, (4-Methyl-piperazin-1-yl)-(7-nitro-1H-indol-2-yl)-methanone (6.4 g, 22.2 mmol), was dissolved in CH3OH (110 mL). At room temperature, ammonium formate (14.0 g, 222 mmol) was added, followed by 10% palladium on carbon (2.4 g, 2.22 mmol). The reaction mixture was heated to reflux for forty min, cooled, and then filtered through a celite pad. The filtrate was concentrated, and the residue was purified via silica gel chromatography (3-10% 2 M ammonia in methanol/dichloromet...